describe an organic reaction: reactants, conditions, products, and yield From a dataset of the Open Reaction Database (ORD), a public repository of structured organic reaction records. Yields the product COc1ccc(CCNCCN2CCc3sccc3C2)cc1OC. Starting materials: COc1ccc(CCN)cc1OC, ClCCN1CCc2sccc2C1, O. As a reaction SMILES: [CH3:13][O:14][c:15]1[cH:16][c:17]([CH2:18][CH2:19][NH2:20])[cH:21][cH:22][c:23]1[O:24][CH3:25].[Cl:1][CH2:2][CH2:3][N:4]1[CH2:5][c:6]2[c:7]([s:10][cH:11][cH:12]2)[CH2:8][CH2:9]1.[OH2:26]>>[CH2:2]([CH2:3][N:4]1[CH2:5][c:6]2[c:7]([s:10][cH:11][cH:12]2)[CH2:8][CH2:9]1)[NH:20][CH2:19][CH2:18][c:17]1[cH:16][c:15]([O:14][CH3:13])[c:23]([O:24][CH3:25])[cH:22][cH:21]1.